Dataset: the Open Reaction Database (ORD), a public repository of structured organic reaction records. Task: describe an organic reaction: reactants, conditions, products, and yield Reactants: C1(=CC=CC=C1)OC (anisole), ester, CC(C)(OC(=O)CN(C(=O)N1[C@H](C(=O)OCC2=CC=CC=C2)CCC1)C)C (1-[[N-[[(1,1-Dimethylethoxy)carbonyl]methyl]methylamino]carbonyl]-L-proline, phenylmethyl ester), C(=O)(O)CCN(C(=O)N1[C@H](C(=O)OCC2=CC=CC=C2)CCC1)C (1-[[(2-carboxyethyl)methylamino]carbonyl]-L-proline, phenylmethyl ester), FC(C(=O)O)(F)F (trifluoroacetic acid). The product is C(=O)(O)CCN(C(=O)N1[C@H](C(=O)OCCC2=CC=CC=C2)CCC1)C (1-[[(2-Carboxyethyl)methylamino]carbonyl]-L-proline, phenylethyl ester). Reaction SMILES: CC(C)(OC(CN(C)C(N1CCC[C@H]1C(OCC1C=CC=CC=1)=O)=O)=O)C.FC(F)(F)C(O)=O.[C:35]1(OC)[CH:40]=[CH:39][CH:38]=[CH:37][CH:36]=1.[C:43]([CH2:46][CH2:47][N:48]([CH3:66])[C:49]([N:51]1[CH2:65][CH2:64][CH2:63][C@H:52]1[C:53]([O:55][CH2:56][C:57]1C=CC=CC=1)=[O:54])=[O:50])([OH:45])=[O:44]>>[C:43]([CH2:46][CH2:47][N:48]([CH3:66])[C:49]([N:51]1[CH2:65][CH2:64][CH2:63][C@H:52]1[C:53]([O:55][CH2:56][CH2:57][C:35]1[CH:36]=[CH:37][CH:38]=[CH:39][CH:40]=1)=[O:54])=[O:50])([OH:45])=[O:44]. Procedure: The ester product from part (c) (2.7 g., 7.17 mmole) is treated for 1.5 hours with 10 ml. of trifluoroacetic acid and 1.6 ml. of anisole. After concentrating to dryness it is triturated with ether-hexane. The crude material is crystallized from ether to yield 2 g. of 1-[[(2-carboxyethyl)methylamino]carbonyl]-L-proline, phenylmethyl ester; m.p. 102°-104°. The reactants are aminopropyl, Cl (hydrogen chloride), O1CCOCC1 (1,4-dioxane), C(CCC)OC1=NC(=C2N=C(N(C2=N1)CC1CCN(CC1)CC)OC)N (2-(Butyloxy)-9-[(1-ethyl-4-piperidinyl)methyl]-8-(methyloxy)-9H-purin-6-amine). Solvent: CO (methanol), CO (methanol). The product is C(CCC)OC1=NC(=C2N=CN(C2=N1)CC1CCN(CC1)CC)N (2-(Butyloxy)-9-[(1-ethyl-4-piperidinyl)methyl]-9H-purin-6-amine). The yield is 94.4%. Reaction SMILES: [CH2:1]([O:5][C:6]1[N:14]=[C:13]2[C:9]([N:10]=[C:11](OC)[N:12]2[CH2:15][CH:16]2[CH2:21][CH2:20][N:19]([CH2:22][CH3:23])[CH2:18][CH2:17]2)=[C:8]([NH2:26])[N:7]=1)[CH2:2][CH2:3][CH3:4].Cl.O1CCOCC1>CO>[CH2:1]([O:5][C:6]1[N:14]=[C:13]2[C:9]([N:10]=[CH:11][N:12]2[CH2:15][CH:16]2[CH2:17][CH2:18][N:19]([CH2:22][CH3:23])[CH2:20][CH2:21]2)=[C:8]([NH2:26])[N:7]=1)[CH2:2][CH2:3][CH3:4]. Procedure details: 2-(Butyloxy)-9-[(1-ethyl-4-piperidinyl)methyl]-8-(methyloxy)-9H-purin-6-amine (37 mg, 0.102 mmol) was dissolved in methanol (5 ml) and 4M hydrogen chloride in 1,4-dioxane (0.638 ml, 2.55 mmol) and stirred at rt for 5 hours. The solvent was removed in vacuo to give a white solid. The sample was dissolved in methanol and loaded onto an aminopropyl SPE (2 g), eluting with methanol. The solvent was removed to give the title compound as a white solid (32 mg). Starting materials: Cc1nn(C(=O)OC(C)(C)C)c2ccc(NS(=O)(=O)c3cccc(F)c3)cc12, ClC(Cl)Cl, C[Si](C)(C)I. The product is Cc1n[nH]c2ccc(NS(=O)(=O)c3cccc(F)c3)cc12. RXN SMILES: [C:1]([O:2][C:3](=[O:4])[n:8]1[n:9][c:10]([CH3:28])[c:11]2[cH:12][c:13]([NH:17][S:18](=[O:19])(=[O:20])[c:21]3[cH:22][c:23]([F:27])[cH:24][cH:25][cH:26]3)[cH:14][cH:15][c:16]12)([CH3:5])([CH3:6])[CH3:7].[CH:34]([Cl:35])([Cl:36])[Cl:37].[I:29][Si:30]([CH3:31])([CH3:32])[CH3:33]>>[nH:8]1[n:9][c:10]([CH3:28])[c:11]2[cH:12][c:13]([NH:17][S:18](=[O:19])(=[O:20])[c:21]3[cH:22][c:23]([F:27])[cH:24][cH:25][cH:26]3)[cH:14][cH:15][c:16]12. Reactants: BrCC1CO1, CC(=O)Nc1cc(Cl)ccc1O, [K+], [K+], O=C([O-])[O-], CN(C)C=O. Product: CC(=O)Nc1cc(Cl)ccc1OCC1CO1. RXN SMILES: [Br:19][CH2:20][CH:21]1[CH2:22][O:23]1.[Cl:1][c:2]1[cH:3][cH:4][c:5]([OH:12])[c:6]([NH:8][C:9]([CH3:10])=[O:11])[cH:7]1.[K+:13].[K+:14].[O-:15][C:16]([O-:17])=[O:18].[O:24]=[CH:25][N:26]([CH3:27])[CH3:28]>>[Cl:1][c:2]1[cH:3][cH:4][c:5]([O:12][CH2:20][CH:21]2[CH2:22][O:23]2)[c:6]([NH:8][C:9]([CH3:10])=[O:11])[cH:7]1. Reactants: Br, CC(=O)O, COC(=O)Nc1ccc2c(c1)CCN(C)C2C. The product is Br, CC1c2ccc(N)cc2CCN1C. As a reaction SMILES: [BrH:18].[CH3:19][C:20](=[O:21])[OH:22].[CH3:1][CH:2]1[N:3]([CH3:17])[CH2:4][CH2:5][c:6]2[cH:7][c:8]([NH:12][C:13](=[O:14])[O:15][CH3:16])[cH:9][cH:10][c:11]21>>[BrH:18].[CH3:1][CH:2]1[N:3]([CH3:17])[CH2:4][CH2:5][c:6]2[cH:7][c:8]([NH2:12])[cH:9][cH:10][c:11]21. Reactants: N(=[N+]=[N-])CCC1C(C1)C1CCN(CC1)C1=NC=C(C=N1)Cl (2-{4-[2-(2-azidoethyl)cyclopropyl]piperidin-1-yl}-5-chloropyrimidine), C1=CC=C(C=C1)P(C2=CC=CC=C2)C3=CC=CC=C3 (PPh3), O (water). Run in C1CCOC1 (THF). Reaction conditions: time 1 hour. The product is ClC=1C=NC(=NC1)N1CCC(CC1)C1C(C1)CCN (2-{2-[1-(5-chloropyrimidin-2-yl)piperidin-4-yl]cyclopropyl}ethanamine). As a reaction SMILES: [N:1]([CH2:4][CH2:5][CH:6]1[CH2:8][CH:7]1[CH:9]1[CH2:14][CH2:13][N:12]([C:15]2[N:20]=[CH:19][C:18]([Cl:21])=[CH:17][N:16]=2)[CH2:11][CH2:10]1)=[N+]=[N-].C1C=CC(P(C2C=CC=CC=2)C2C=CC=CC=2)=CC=1.O>C1COCC1>[Cl:21][C:18]1[CH:17]=[N:16][C:15]([N:12]2[CH2:13][CH2:14][CH:9]([CH:7]3[CH2:8][CH:6]3[CH2:5][CH2:4][NH2:1])[CH2:10][CH2:11]2)=[N:20][CH:19]=1. Reported procedure: 2-{4-[2-(2-azidoethyl)cyclopropyl]piperidin-1-yl}-5-chloropyrimidine from step 2 of this example (28 mg, 0,091 mmol) was dissolved in 0.821 mL THF. PPh3 (47.9 mg, 0.182 mmol) was added, followed by addition of 0.091 mL water. The reaction mixture was stirred at room temperature for 1 hour then 40° C. for 3 hours before cooled back to room temperature. The solvent was evaporated in vacuum. The residue was purified by column chromatography eluting with 10% 2M NH3-MeOH/ethyl acetate to give the tit... The reactants are CCN=C=NCCCN(C)C, CCOC(C)=O, Cl, O=C(O)c1cccc(S(=O)(=O)N2CCCCC2)c1, Nc1ccc(F)cc1, CN(C)C=O, c1ccncc1. Yields the product O=C(Nc1ccc(F)cc1)c1cccc(S(=O)(=O)N2CCCCC2)c1. As a reaction SMILES: [CH3:16][N:17]([CH3:18])[CH2:19][CH2:20][CH2:21][N:22]=[C:23]=[N:24][CH2:25][CH3:26].[CH3:45][CH2:46][O:47][C:48](=[O:49])[CH3:50].[ClH:15].[N:27]1([S:33](=[O:34])(=[O:35])[c:36]2[cH:37][c:38]([C:39](=[O:40])[OH:41])[cH:42][cH:43][cH:44]2)[CH2:28][CH2:29][CH2:30][CH2:31][CH2:32]1.[NH2:1][c:2]1[cH:3][cH:4][c:5]([F:6])[cH:7][cH:8]1.[O:51]=[CH:52][N:53]([CH3:54])[CH3:55].[cH:9]1[cH:10][cH:11][n:12][cH:13][cH:14]1>>[NH:1]([c:2]1[cH:3][cH:4][c:5]([F:6])[cH:7][cH:8]1)[C:39]([c:38]1[cH:37][c:36]([S:33]([N:27]2[CH2:28][CH2:29][CH2:30][CH2:31][CH2:32]2)(=[O:34])=[O:35])[cH:44][cH:43][cH:42]1)=[O:40]. The reactants are Cl.N[C@@H]1CC[C@H](CC1)OC=1C=C(C=NC1)C=1C=C2CCC(N(C2=CC1)C)=O (6-[5-((trans)-4-amino-cyclohexyloxy)-pyridin-3-yl]-1-methyl-3,4-dihydro-1H-quinolin-2-one hydrochloride), CS(=O)(=O)Cl (methanesulfonyl chloride). Yields the product CN1C(CCC2=CC(=CC=C12)C=1C=C(C=NC1)O[C@@H]1CC[C@H](CC1)NS(=O)(=O)C)=O (N-{(trans)-4-[5-(1-Methyl-2-oxo-1,2,3,4-tetrahydro-quinolin-6-yl)-pyridin-3-yloxy]-cyclohexyl}-methanesulfonamide). Reaction SMILES: Cl.[NH2:2][C@H:3]1[CH2:8][CH2:7][C@H:6]([O:9][C:10]2[CH:11]=[C:12]([C:16]3[CH:17]=[C:18]4[C:23](=[CH:24][CH:25]=3)[N:22]([CH3:26])[C:21](=[O:27])[CH2:20][CH2:19]4)[CH:13]=[N:14][CH:15]=2)[CH2:5][CH2:4]1.[CH3:28][S:29](Cl)(=[O:31])=[O:30]>>[CH3:26][N:22]1[C:23]2[C:18](=[CH:17][C:16]([C:12]3[CH:11]=[C:10]([O:9][C@H:6]4[CH2:5][CH2:4][C@H:3]([NH:2][S:29]([CH3:28])(=[O:31])=[O:30])[CH2:8][CH2:7]4)[CH:15]=[N:14][CH:13]=3)=[CH:25][CH:24]=2)[CH2:19][CH2:20][C:21]1=[O:27] |f:0.1|. Procedure details: In analogy to the procedure described for the preparation of example 38, 6-[5-((trans)-4-amino-cyclohexyloxy)-pyridin-3-yl]-1-methyl-3,4-dihydro-1H-quinolin-2-one hydrochloride (example 71) and methanesulfonyl chloride gave the title compound as a light yellow amorphous solid. MS: 430.4 (M+H+). Starting materials: CC(=O)OCC1OC(N=[N+]=[N-])C(OC(C)=O)C(OC(C)=O)C1OC(C)=O, C1CCOC1, CO, [Pd]. The product is CC(=O)OCC1OC(N)C(OC(C)=O)C(OC(C)=O)C1OC(C)=O. Reaction SMILES: [C:1]([CH3:2])(=[O:3])[O:4][CH:5]1[CH:6]([N:24]=[N+:25]=[N-:26])[O:7][CH:8]([CH2:19][O:20][C:21]([CH3:22])=[O:23])[CH:9]([O:15][C:16]([CH3:17])=[O:18])[CH:10]1[O:11][C:12]([CH3:13])=[O:14].[CH2:30]1[O:31][CH2:32][CH2:33][CH2:34]1.[CH3:27][OH:28].[Pd:29]>>[C:1]([CH3:2])(=[O:3])[O:4][CH:5]1[CH:6]([NH2:24])[O:7][CH:8]([CH2:19][O:20][C:21]([CH3:22])=[O:23])[CH:9]([O:15][C:16]([CH3:17])=[O:18])[CH:10]1[O:11][C:12]([CH3:13])=[O:14]. The reactants are [N+](=O)(O)[O-] (Nitric acid), CC1(C2=C(OC1=O)C=CC1=CC=C(C=C12)CN1N=CN=C1)C (1,1-dimethyl-8-(1H-1,2,4-triazol-1-ylmethyl)-2(1H)-naphtho[2,1-b]furanone), C(C)(=O)OC(C)=O (acetic anhydride), C(O)([O-])=O.[Na+] (sodium hydrogen carbonate). Run in C(C)(=O)OCC (ethyl acetate). Run at time 18 hour. Yields the product CC1(C2=C(OC1=O)C=CC1=CC(=C(C=C12)CN1N=CN=C1)[N+](=O)[O-])C (1,1-dimethyl-7-nitro-8-(1H-1,2,4-triazol-1-ylmethyl)-2(1H)-naphtho[2,1-b]furanone). As a reaction SMILES: [N+:1]([O-:4])(O)=[O:2].[CH3:5][C:6]1([CH3:26])[C:10](=[O:11])[O:9][C:8]2[CH:12]=[CH:13][C:14]3[C:19]([C:7]1=2)=[CH:18][C:17]([CH2:20][N:21]1[CH:25]=[N:24][CH:23]=[N:22]1)=[CH:16][CH:15]=3.C(OC(=O)C)(=O)C.C(=O)([O-])O.[Na+]>C(OCC)(=O)C>[CH3:5][C:6]1([CH3:26])[C:10](=[O:11])[O:9][C:8]2[CH:12]=[CH:13][C:14]3[C:19]([C:7]1=2)=[CH:18][C:17]([CH2:20][N:21]1[CH:25]=[N:24][CH:23]=[N:22]1)=[C:16]([N+:1]([O-:4])=[O:2])[CH:15]=3 |f:3.4|. Procedure details: Nitric acid (72% by weight, 0.045 ml) was added dropwise to a stirred, ice-cooled mixture of 1,1-dimethyl-8-(1H-1,2,4-triazol-1-ylmethyl)-2(1H)-naphtho[2,1-b]furanone (0.44 g) and acetic anhydride (6 ml). The mixture was stirred at room temperature for 18 h, then added to a stirred mixture of aqueous sodium hydrogen carbonate solution and ethyl acetate. The organic phase was separated, dried and evaporated to dryness under reduced pressure, and the residue was purified by flash chromatography. E...